The task is: describe an organic reaction: reactants, conditions, products, and yield. This data is from the Open Reaction Database (ORD), a public repository of structured organic reaction records. Starting materials: COc1cc(CCCCl)cc(OC)c1OC, CC(=O)O, CCOC(C)=O, C1CCOC1, O, [C-]#[N+]C(CC)c1cccs1. Product: [C-]#[N+]C(CC)(CCCc1cc(OC)c(OC)c(OC)c1)c1cccs1. RXN SMILES: [CH3:11][O:12][c:13]1[cH:14][c:15]([CH2:23][CH2:24][CH2:25][Cl:26])[cH:16][c:17]([O:21][CH3:22])[c:18]1[O:19][CH3:20].[CH3:27][C:28](=[O:29])[OH:30].[CH3:31][CH2:32][O:33][C:34](=[O:35])[CH3:36].[O:37]1[CH2:38][CH2:39][CH2:40][CH2:41]1.[OH2:42].[s:1]1[c:2]([CH:6]([CH2:7][CH3:8])[N+:9]#[C-:10])[cH:3][cH:4][cH:5]1>>[s:1]1[c:2]([C:6]([CH2:7][CH3:8])([N+:9]#[C-:10])[CH2:25][CH2:24][CH2:23][c:15]2[cH:14][c:13]([O:12][CH3:11])[c:18]([O:19][CH3:20])[c:17]([O:21][CH3:22])[cH:16]2)[cH:3][cH:4][cH:5]1. Starting materials: C(CO)O (Ethylene glycol), C1(=CC=CC2=CC=CC=C12)N=C=O (α-naphthyl isocyanate). The solvent is O (water). Run at time 3 hour. Product: C1(=CC=CC2=CC=CC=C12)NC(=O)OCCO (2-(1-naphthylcarbamoyloxy)ethanol). Reaction SMILES: [CH2:1]([OH:4])[CH2:2][OH:3].[C:5]1([N:15]=[C:16]=[O:17])[C:14]2[C:9](=[CH:10][CH:11]=[CH:12][CH:13]=2)[CH:8]=[CH:7][CH:6]=1>O>[C:5]1([NH:15][C:16]([O:3][CH2:2][CH2:1][OH:4])=[O:17])[C:14]2[C:9](=[CH:10][CH:11]=[CH:12][CH:13]=2)[CH:8]=[CH:7][CH:6]=1. Procedure details: Ethylene glycol (3.0 g) was mixed with α-naphthyl isocyanate (8.5 g), and reaction was allowed to proceed at room temperature for 3 hours, then at 50° C. for 2 hours. The reaction mixture was poured into water, which was subjected to extraction with chloroform. The extract was concentrated and subjected to purification by means of a silica gel chromatography(silica gel 400 g, developing solvent:hexane-ethyl acetate, 1:2→1:3).